From a dataset of the Open Reaction Database (ORD), a public repository of structured organic reaction records. describe an organic reaction: reactants, conditions, products, and yield Conditions: temperature 80 celsius. Yields the product FC(CN1N=C(C(=C1)C1=NC(=NC=C1)NCCC#N)C=1C=C2C(=NC1)NC=C2)F (3-({4-[1-(2,2-difluoroethyl)-3-(1H-pyrrolo[2,3-b]pyridin-5-yl)-1H-pyrazol-4-yl]pyrimidin-2-yl}amino)propanenitrile). Starting materials: ClCCl (dichloromethane), CC1(OB(OC1(C)C)C=1C=C2C(=NC1)NC=C2)C (5-(4,4,5,5-tetramethyl-1,3,2-dioxaborolan-2-yl)-1H-pyrrolo[2,3-b]pyridine), [F-].[Cs+] (cesium fluoride), BrC=1C=C2C(=NC1)NC=C2 (5-bromo-1H-pyrrolo[2,3-b]pyridine), FC(CN1N=C(C(=C1)C1=NC(=NC=C1)NCCC#N)I)F (3-({4-[1-(2,2-difluoroethyl)-3-iodo-1H-pyrazol-4-yl]pyrimidin-2-yl}amino)propanenitrile), aqueous solution. Reported procedure: A mixture of the 5-(4,4,5,5-tetramethyl-1,3,2-dioxaborolan-2-yl)-1H-pyrrolo[2,3-b]pyridine B-33-4, which was prepared from 5-bromo-1H-pyrrolo[2,3-b]pyridine according to known literature methods, (145 mg, 0.594 mmol), 3-({4-[1-(2,2-difluoroethyl)-3-iodo-1H-pyrazol-4-yl]pyrimidin-2-yl}amino)propanenitrile (200 mg, 0.495 mmol), and cesium fluoride (1.48 mL of a 1M aqueous solution) in 3 mL of DME was deoxygenated with a nitrogen bubbler for 5 min and then [1,1′-bis(diphenylphosphino)ferrocene]dich... RXN SMILES: CC1(C)C(C)(C)OB([C:9]2[CH:10]=[C:11]3[CH:17]=[CH:16][NH:15][C:12]3=[N:13][CH:14]=2)O1.BrC1C=C2C=CNC2=NC=1.[F:29][CH:30]([F:49])[CH2:31][N:32]1[CH:36]=[C:35]([C:37]2[CH:42]=[CH:41][N:40]=[C:39]([NH:43][CH2:44][CH2:45][C:46]#[N:47])[N:38]=2)[C:34](I)=[N:33]1.[F-].[Cs+].ClCCl>COCCOC.C1C=CC(P(C2C=CC=CC=2)[C-]2C=CC=C2)=CC=1.C1C=CC(P(C2C=CC=CC=2)[C-]2C=CC=C2)=CC=1.Cl[Pd]Cl.[Fe+2]>[F:49][CH:30]([F:29])[CH2:31][N:32]1[CH:36]=[C:35]([C:37]2[CH:42]=[CH:41][N:40]=[C:39]([NH:43][CH2:44][CH2:45][C:46]#[N:47])[N:38]=2)[C:34]([C:9]2[CH:10]=[C:11]3[CH:17]=[CH:16][NH:15][C:12]3=[N:13][CH:14]=2)=[N:33]1 |f:3.4,7.8.9.10|. Solvent: COCCOC (DME). Reagents/catalysts: C1=CC=C(C=C1)P([C-]2C=CC=C2)C3=CC=CC=C3.C1=CC=C(C=C1)P([C-]2C=CC=C2)C3=CC=CC=C3.Cl[Pd]Cl.[Fe+2] ([1,1′-bis(diphenylphosphino)ferrocene]dichloropalladium(II)). Reactants: S(O)(O)(=O)=O (sulfuric acid), S1N=C(C2=C1C=CC=C2)CCCC(=O)O (4-(1,2-Benzisothiazol-3-yl)butyric acid), [H-].C(C)(C)(C)[Al+]C(C)(C)C (Di-tert-butyl aluminium hydride), solution. Run in C1(=CC=CC=C1)C (toluene), C1(=CC=CC=C1)C (toluene). Run at temperature -10 celsius, time 2 hour. Product: S1N=C(C2=C1C=CC=C2)CCCCO (4-(1,2-Benzisothiazol-3-yl)-1-butanol). Yield: 32.7%. RXN SMILES: [S:1]1[C:5]2[CH:6]=[CH:7][CH:8]=[CH:9][C:4]=2[C:3]([CH2:10][CH2:11][CH2:12][C:13](O)=[O:14])=[N:2]1.[H-].C([Al+]C(C)(C)C)(C)(C)C.S(=O)(=O)(O)O>C1(C)C=CC=CC=1>[S:1]1[C:5]2[CH:6]=[CH:7][CH:8]=[CH:9][C:4]=2[C:3]([CH2:10][CH2:11][CH2:12][CH2:13][OH:14])=[N:2]1 |f:1.2|. Procedure: 4-(1,2-Benzisothiazol-3-yl)butyric acid (C. Branca et al, Phytochemistry 14, 1975, 2545) (17 g) was dissolved in dry toluene (500 ml) and cooled to -10° C. Di-tert-butyl aluminium hydride (120 ml of an 1 M solution in toluene) was added dropwise at -10° C. followed by stirring for 2 h at room temperature. Dilute sulfuric acid (2 M, 300 ml) was added, the phases separated, the aqeous phase extracted with ether, and the combined organic phases dried over magnesium sulfate. Removal of solvents in v...